Dataset: the Open Reaction Database (ORD), a public repository of structured organic reaction records. Task: describe an organic reaction: reactants, conditions, products, and yield Reactants: CC(C)(C)OC(=O)N1CCC(c2ccc(CO)cc2)C(OCc2ccc3ccccc3c2)C1, O=C(O)c1cnccn1. Yields the product CC(C)(C)OC(=O)N1CCC(c2ccc(COC(=O)c3cnccn3)cc2)C(OCc2ccc3ccccc3c2)C1. Reaction SMILES: [OH:1][CH2:2][c:3]1[cH:4][cH:5][c:6]([CH:9]2[CH:10]([O:22][CH2:23][c:24]3[cH:25][c:26]4[cH:27][cH:28][cH:29][cH:30][c:31]4[cH:32][cH:33]3)[CH2:11][N:12]([C:15](=[O:16])[O:17][C:18]([CH3:19])([CH3:20])[CH3:21])[CH2:13][CH2:14]2)[cH:7][cH:8]1.[n:34]1[c:35]([C:40](=[O:41])[OH:42])[cH:36][n:37][cH:38][cH:39]1>>[O:1]([CH2:2][c:3]1[cH:4][cH:5][c:6]([CH:9]2[CH:10]([O:22][CH2:23][c:24]3[cH:25][c:26]4[cH:27][cH:28][cH:29][cH:30][c:31]4[cH:32][cH:33]3)[CH2:11][N:12]([C:15](=[O:16])[O:17][C:18]([CH3:19])([CH3:20])[CH3:21])[CH2:13][CH2:14]2)[cH:7][cH:8]1)[C:40]([c:35]1[n:34][cH:39][cH:38][n:37][cH:36]1)=[O:41]. The reactants are Cl (Hydrochloric acid), C(=O)NC1=CC=CC(=N1)C(C(=O)NC1[C@@H]2N(C(=C(CS2)C(C)SC2=NN=NN2)C(=O)O)C1=O)=NOCC#C (7-[2-(6-formamidopyridin-2-yl)-2-propargyloxyiminoacetamido]-3-(1-methyl-1H-tetrazol-5-ylthiomethyl)-3-cephem-4-carboxylic acid). The solvent is CO (methanol). Run at time 30 minute. Product: NC1=CC=CC(=N1)C(C(=O)NC1[C@@H]2N(C(=C(CS2)C(C)SC2=NN=NN2)C(=O)O)C1=O)=NOCC#C (7-[2-(6-aminopyridin-2-yl)-2-propargyloxyiminoacetamido]-3-(1-methyl-1H-tetrazol-5-ylthiomethyl)-3-cephem-4-carboxylic acid). The yield is 47.0%. Reaction SMILES: Cl.C([NH:4][C:5]1[N:10]=[C:9]([C:11](=[N:35][O:36][CH2:37][C:38]#[CH:39])[C:12]([NH:14][CH:15]2[C:33](=[O:34])[N:17]3[C:18]([C:30]([OH:32])=[O:31])=[C:19]([CH:22]([S:24][C:25]4[NH:29][N:28]=[N:27][N:26]=4)[CH3:23])[CH2:20][S:21][C@H:16]23)=[O:13])[CH:8]=[CH:7][CH:6]=1)=O>CO>[NH2:4][C:5]1[N:10]=[C:9]([C:11](=[N:35][O:36][CH2:37][C:38]#[CH:39])[C:12]([NH:14][CH:15]2[C:33](=[O:34])[N:17]3[C:18]([C:30]([OH:32])=[O:31])=[C:19]([CH:22]([S:24][C:25]4[NH:26][N:27]=[N:28][N:29]=4)[CH3:23])[CH2:20][S:21][C@H:16]23)=[O:13])[CH:8]=[CH:7][CH:6]=1. Reported procedure: Conc. Hydrochloric acid (0.43 ml.) was added to a solution of 7-[2-(6-formamidopyridin-2-yl)-2-propargyloxyiminoacetamido]-3-(1-methyl-1H-tetrazol-5-ylthiomethyl)-3-cephem-4-carboxylic acid (syn isomer) (2.35 g.) in methanol (15 ml.), and the mixture was stirred at ambient temperature for 30 minutes. The methanol was removed by distillation under reduced pressure from the reaction mixture, and the remaining aqueous solution was diluted with water (100 ml.) and then adjusted to pH 2 with an aqueo... Starting materials: C1=CC=CC=2C3=CC=CC=C3C(C12)OC(=O)N([C@H](C(=O)NC1=CC=C(C[C@H]2N([C@H](CC2)[C@@H](C=2C=NC=CC2)O)C(=O)OC(C)(C)C)C=C1)C)C (tert-butyl (2S,5R)-2-[4-({(2S)-2-[[(9H-fluoren-9-yloxy)carbonyl](methyl)amino]propanoyl}amino)benzyl]-5-[(R)-hydroxy(pyridin-3-yl)methyl]pyrrolidine-1-carboxylate), N1CCCCC1 (piperidine), C1CCOC1 (THF). Run in ClCCl (dichloromethane). Run at time 24 hour. The product is O[C@@H]([C@@H]1N([C@@H](CC1)CC1=CC=C(C=C1)NC([C@H](C)NC)=O)C(=O)OC(C)(C)C)C1=CC=CC=C1 (Tert-butyl (2R,5S)-2-[(R)-hydroxy(phenyl)methyl]-5-(4-{[(2S)-2-(methylamino)propanoyl]amino}benzyl)pyrrolidine-1-carboxylate). As a reaction SMILES: C1C2C(OC([N:17]([CH3:50])[C@@H:18]([CH3:49])[C:19]([NH:21][C:22]3[CH:48]=[CH:47][C:25]([CH2:26][C@@H:27]4[CH2:31][CH2:30][C@H:29]([C@H:32]([OH:39])C5C=NC=CC=5)[N:28]4[C:40]([O:42][C:43]([CH3:46])([CH3:45])[CH3:44])=[O:41])=[CH:24][CH:23]=3)=[O:20])=O)C3C(=CC=CC=3)C=2C=CC=1.N1[CH2:56][CH2:55][CH2:54][CH2:53][CH2:52]1.[CH2:57]1COCC1>ClCCl>[OH:39][C@H:32]([C:52]1[CH:57]=[CH:56][CH:55]=[CH:54][CH:53]=1)[C@H:29]1[CH2:30][CH2:31][C@@H:27]([CH2:26][C:25]2[CH:47]=[CH:48][C:22]([NH:21][C:19](=[O:20])[C@@H:18]([NH:17][CH3:50])[CH3:49])=[CH:23][CH:24]=2)[N:28]1[C:40]([O:42][C:43]([CH3:46])([CH3:44])[CH3:45])=[O:41]. Procedure details: To a solution of 0.410 g (0.593 mmol) of tert-butyl (2S,5R)-2-[4-({(2S)-2-[[(9H-fluoren-9-yloxy)carbonyl](methyl)amino]propanoyl}amino)benzyl]-5-[(R)-hydroxy(pyridin-3-yl)methyl]pyrrolidine-1-carboxylate from step A above in 3 mL of anhydrous THF was added 0.152 g (1.78 mmol) of piperidine. The resulting mixture was stirred at ambient temperature for 24 h and then was diluted with 25 mL of dichloromethane. The mixture was washed with water then dried over magnesium sulfate. The mixture was filte... Starting materials: [NH4+].[Cl-] (NH4Cl), COC1=C2C=C(NC2=CC=C1OC)C(=O)OCC (Ethyl 4,5-dimethoxyindole-2-carboxylate), ClCCl (dichloromethane), [Mg] (magnesium). Run in CO (methanol). Product: COC1=C2CC(NC2=CC=C1OC)C(=O)OC (Methyl 4,5-dimethoxyindoline-2(R/S)-carboxylate). RXN SMILES: [CH3:1][O:2][C:3]1[C:11]([O:12][CH3:13])=[CH:10][CH:9]=[C:8]2[C:4]=1[CH:5]=[C:6]([C:14]([O:16][CH2:17]C)=[O:15])[NH:7]2.[Mg].ClCCl.[NH4+].[Cl-]>CO>[CH3:1][O:2][C:3]1[C:11]([O:12][CH3:13])=[CH:10][CH:9]=[C:8]2[C:4]=1[CH2:5][CH:6]([C:14]([O:16][CH3:17])=[O:15])[NH:7]2 |f:3.4|. Procedure details: Ethyl 4,5-dimethoxyindole-2-carboxylate (0.500 g, 2 mmol) was dissolved in methanol (10 ml) and magnesium shavings (0.2431 g, 10 mmol) were then added, with stirring, at room temperature under a nitrogen atmosphere. After the reaction started, a water bath was used to maintain the reaction temperature between 5-15° C. At the end of the reaction, dichloromethane (200 ml) was added to the mixture, followed by NH4Cl solution (200 ml). The organic phase was separated out and the aqueous phase was ex... The reactants are O (water), C(C)C1=CC=C(S1)C=O (5-ethylthiophene-2-carbaldehyde), [N+](#[C-])C(C)S(=O)(=O)C1=CC=C(C=C1)C (1-(1-isocyanoethylsulfonyl)-4-methylbenzene), C(=O)([O-])[O-].[K+].[K+] (K2CO3). Solvent: CO (MeOH). Conditions: time 8 hour. Yields the product C(C)C1=CC=C(S1)C1=C(N=CO1)C (5-(5-ethylthiophen-2-yl)-4-methyloxazole). The yield is 101.8%. As a reaction SMILES: [CH2:1]([C:3]1[S:7][C:6]([CH:8]=[O:9])=[CH:5][CH:4]=1)[CH3:2].[N+:10]([CH:12](S(C1C=CC(C)=CC=1)(=O)=O)[CH3:13])#[C-:11].C([O-])([O-])=O.[K+].[K+].O>CO>[CH2:1]([C:3]1[S:7][C:6]([C:8]2[O:9][CH:11]=[N:10][C:12]=2[CH3:13])=[CH:5][CH:4]=1)[CH3:2] |f:2.3.4|. Procedure: A mixture of 5-ethylthiophene-2-carbaldehyde (0.670 g, 4.78 mmol), 1-(1-isocyanoethylsulfonyl)-4-methylbenzene (1.0 g, 4.8 mmol), and K2CO3 (0.859 g, 6.21 mmol) in MeOH (16 mL) was heated at reflux for 2 h, then cooled to room temperature and allowed to stand overnight. The mixture was poured into water and extracted with Et2O, and the combined extracts were concentrated in vacuo. The residue was chromatographed on silica gel (Analogix® SF40-115 column, 15% to 30% EtOAc/hexanes eluant, 18 minute... Solvent: ClCCl (dichloromethane). RXN SMILES: Cl[C:2]([O:4][CH2:5][CH3:6])=[O:3].[N:7]1([C:13]2[CH:18]=[CH:17][CH:16]=[CH:15][C:14]=2[OH:19])[CH2:12][CH2:11][NH:10][CH2:9][CH2:8]1>ClCCl>[OH:19][C:14]1[CH:15]=[CH:16][CH:17]=[CH:18][C:13]=1[N:7]1[CH2:12][CH2:11][N:10]([C:2]([O:4][CH2:5][CH3:6])=[O:3])[CH2:9][CH2:8]1. Starting materials: ClC(=O)OCC (ethyl chloroformate), N1(CCNCC1)C1=C(C=CC=C1)O (2-(1-piperazinyl)phenol). Product: OC1=C(C=CC=C1)N1CCN(CC1)C(=O)OCC (Ethyl 4-(2-hydroxyphenyl)-1-piperazinylcarboxylate). Reaction conditions: time 1 hour. Procedure: 15 ml (156 mmol) of ethyl chloroformate are added to a solution of 18 g (100 mmol) of 2-(1-piperazinyl)phenol in 250 ml of dichloromethane. After stirring at ambient temperature for one hour, the mixture is hydrolysed and then extracted with dichloromethane. The organic phase is washed with a 1N hydrochloric acid solution and dried. Following concentration, the residue obtained is recrystallised from ether to yield the expected product.